describe an organic reaction: reactants, conditions, products, and yield From a dataset of the Open Reaction Database (ORD), a public repository of structured organic reaction records. Starting materials: C(C)(=O)C1=C(N=C(S1)NC)C(=O)OCC (ethyl 5-acetyl-2-methylamino-4-thiazolecarboxylate), C(C)(=O)O (acetic acid), Br (hydrogen bromide), C(C)(=O)O (acetic acid), Br.[NH+]1=CC=CC=C1 (pyridinium hydrobromide). The solvent is O (water). Run at time 2.5 hour. The product is BrCC(=O)C1=C(N=C(S1)NC)C(=O)OCC (ethyl 5-(2-bromoacetyl)-2-methylamino-4-thiazolecarboxylate). RXN SMILES: [C:1]([C:4]1[S:8][C:7]([NH:9][CH3:10])=[N:6][C:5]=1[C:11]([O:13][CH2:14][CH3:15])=[O:12])(=[O:3])[CH3:2].C(O)(=O)C.[BrH:20].Br.[NH+]1C=CC=CC=1>O>[Br:20][CH2:2][C:1]([C:4]1[S:8][C:7]([NH:9][CH3:10])=[N:6][C:5]=1[C:11]([O:13][CH2:14][CH3:15])=[O:12])=[O:3] |f:3.4|. Procedure: To a mixture of ethyl 5-acetyl-2-methylamino-4-thiazolecarboxylate (7.1 g), 30% acetic acid solution of hydrogen bromide (10 ml) and acetic acid (50 ml) was added pyridinium hydrobromide perbromide (9.9 g) at ambient temperature and stirred for 2.5 hours. The reaction mixture was poured into water (300 ml) and the precipitate was collected by filtration. The precipitate was dissolved in a mixture of ethyl acetate and water and the resultant mixture was adjusted to pH 7.0 with 20% aqueous potassi... The reactants are Clc1ccc(C=CCBr)s1, CC#N, Cl, Cl, [K+], [K+], Nc1ncnc2cc(CN3CCNCC3=O)ccc12, O=C([O-])[O-], CN(C)C=O, O, O=C(O)C(F)(F)F. Yields the product Nc1ncnc2cc(CN3CCN(CC=Cc4ccc(Cl)s4)CC3=O)ccc12. Reaction SMILES: [Br:22][CH2:23][CH:24]=[CH:25][c:26]1[s:27][c:28]([Cl:31])[cH:29][cH:30]1.[C:50](#[N:51])[CH3:52].[ClH:1].[ClH:2].[K+:32].[K+:33].[NH2:3][c:4]1[n:5][cH:6][n:7][c:8]2[cH:9][c:10]([CH2:14][N:15]3[C:16](=[O:21])[CH2:17][NH:18][CH2:19][CH2:20]3)[cH:11][cH:12][c:13]12.[O-:34][C:35]([O-:36])=[O:37].[O:45]=[CH:46][N:47]([CH3:48])[CH3:49].[OH2:53].[OH:38][C:39]([C:40]([F:41])([F:42])[F:43])=[O:44]>>[NH2:3][c:4]1[n:5][cH:6][n:7][c:8]2[cH:9][c:10]([CH2:14][N:15]3[C:16](=[O:21])[CH2:17][N:18]([CH2:23][CH:24]=[CH:25][c:26]4[s:27][c:28]([Cl:31])[cH:29][cH:30]4)[CH2:19][CH2:20]3)[cH:11][cH:12][c:13]12. Reactants: N[C@H](C(=O)N[C@H]([C@H]([C@@H](O)C1CC1)O)CC1CCCCC1)CC=1N=CNC1 ((S)-α-amino-N-[(1S,2R,3S)-1-(cyclohexylmethyl)-3-cyclopropyl-2,3-dihydroxypropyl]imidazole-4-propionamide), N([C@@H](CC1=CC=CC=C1)C(=O)O)C(=O)OCC1C2=CC=CC=C2C2=CC=CC=C12 (Fmoc-Phe-OH). Yields the product C1(CCCCC1)C[C@@H]([C@H]([C@@H](O)C1CC1)O)NC(=O)[C@H](CC=1N=CNC1)NC(=O)[C@H](CC1=CC=CC=C1)NC(OCC1C2=CC=CC=C2C=2C=CC=CC12)=O (9H-fluoren-9-ylmethyl [(S)-α-[[(S)-1-[[(1S,2R, 3S)-1-(cyclohexylmethyl)-3-cyclopropyl-2,3-dihydroxypropyl]carbamoyl]-2-imidazol-4-ylethyl]carbamoyl]phenethyl]carbamate). Reaction SMILES: [NH2:1][C@@H:2]([CH2:21][C:22]1[N:23]=[CH:24][NH:25][CH:26]=1)[C:3]([NH:5][C@@H:6]([CH2:14][CH:15]1[CH2:20][CH2:19][CH2:18][CH2:17][CH2:16]1)[C@@H:7]([OH:13])[C@H:8]([CH:10]1[CH2:12][CH2:11]1)[OH:9])=[O:4].[NH:27]([C:39]([O:41][CH2:42][CH:43]1[C:55]2[C:50](=[CH:51][CH:52]=[CH:53][CH:54]=2)[C:49]2[C:44]1=[CH:45][CH:46]=[CH:47][CH:48]=2)=[O:40])[C@H:28]([C:36](O)=[O:37])[CH2:29][C:30]1[CH:35]=[CH:34][CH:33]=[CH:32][CH:31]=1>>[CH:15]1([CH2:14][C@H:6]([NH:5][C:3]([C@@H:2]([NH:1][C:36]([C@@H:28]([NH:27][C:39](=[O:40])[O:41][CH2:42][CH:43]2[C:55]3[CH:54]=[CH:53][CH:52]=[CH:51][C:50]=3[C:49]3[C:44]2=[CH:45][CH:46]=[CH:47][CH:48]=3)[CH2:29][C:30]2[CH:31]=[CH:32][CH:33]=[CH:34][CH:35]=2)=[O:37])[CH2:21][C:22]2[N:23]=[CH:24][NH:25][CH:26]=2)=[O:4])[C@@H:7]([OH:13])[C@H:8]([CH:10]2[CH2:11][CH2:12]2)[OH:9])[CH2:16][CH2:17][CH2:18][CH2:19][CH2:20]1. Procedure: In an analogous manner to that described in Example 19, by condensing (S)-α-amino-N-[(1S,2R,3S)-1-(cyclohexylmethyl)-3-cyclopropyl-2,3-dihydroxypropyl]imidazole-4-propionamide with Fmoc-Phe-OH there was obtained 9H-fluoren-9-ylmethyl [(S)-α-[[(S)-1-[[(1S,2R, 3S)-1-(cyclohexylmethyl)-3-cyclopropyl-2,3-dihydroxypropyl]carbamoyl]-2-imidazol-4-ylethyl]carbamoyl]phenethyl]carbamate which, by reaction with piperidine in methylene chloride, was converted into (S)-N-[(1S,2R,3S)-1-(cyclohexylmethyl)-3-cy... The solvent is CC(=O)C (Acetone). RXN SMILES: [Cl:1][C:2]1[N:7]=[C:6]([C:8]2[NH:9][C:10]3[C:15]([CH:16]=2)=[CH:14][CH:13]=[CH:12][CH:11]=3)[C:5]([OH:17])=[CH:4][CH:3]=1.[F:18][B-](F)(F)F.ClC[N+]12CC[N+](F)(CC1)CC2.F[B-](F)(F)F>CC(C)=O>[Cl:1][C:2]1[N:7]=[C:6]([C:8]2[NH:9][C:10]3[C:15]([C:16]=2[F:18])=[CH:14][CH:13]=[CH:12][CH:11]=3)[C:5]([OH:17])=[CH:4][CH:3]=1 |f:1.2.3|. Starting materials: ClC1=CC=C(C(=N1)C=1NC2=CC=CC=C2C1)O (6-chloro-2-(1H-indol-2-yl)pyridin-3-ol), F[B-](F)(F)F.ClC[N+]12CC[N+](CC1)(CC2)F.F[B-](F)(F)F (1-(chloromethyl)-4-fluoro-1,4-diazoniabicyclo[2.2.2]octane tetrafluoroborate). Isolated yield 45.7%. Yields the product ClC1=CC=C(C(=N1)C=1NC2=CC=CC=C2C1F)O (6-chloro-2-(3-fluoro-1H-indol-2-yl)pyridin-3-ol). Conditions: time 1 hour. Procedure details: A mixture of 6-chloro-2-(1H-indol-2-yl)pyridin-3-ol (244 mg, 1 mmol) and 1-(chloromethyl)-4-fluoro-1,4-diazoniabicyclo[2.2.2]octane tetrafluoroborate (425 mg, 1.2 mmol) in Acetone (2 mL) was stirred at room temperature for 1 hour. The mixture was then concentrated and purified using prep-TLC (petroleum ether:EtOAc=2:1) to provide desired product of 6-chloro-2-(3-fluoro-1H-indol-2-yl)pyridin-3-ol (120 mg, yield: 46.2%). 1H-NMR (Methanol-d4, 400 MHz) δ 7.55 (d, J=8.0 Hz, 1H), 7.39˜7.44 (m, 1H), 7.... Starting materials: [Br-], Brc1ccc2c(c1)CCc1ncccc1-2, [Zn+]Cc1ccccc1, [Cl-], [NH4+], c1ccc(P(c2ccccc2)(c2ccccc2)[Pd](P(c2ccccc2)(c2ccccc2)c2ccccc2)(P(c2ccccc2)(c2ccccc2)c2ccccc2)P(c2ccccc2)(c2ccccc2)c2ccccc2)cc1. The product is c1ccc(Cc2ccc3c(c2)CCc2ncccc2-3)cc1. RXN SMILES: [Br-:1].[Br:10][c:11]1[cH:12][c:13]2[c:14]([cH:23][cH:24]1)-[c:15]1[cH:16][cH:17][cH:18][n:19][c:20]1[CH2:21][CH2:22]2.[CH2:2]([c:3]1[cH:4][cH:5][cH:6][cH:7][cH:8]1)[Zn+:9].[Cl-:25].[NH4+:26].[cH:27]1[cH:28][cH:29][c:30]([P:31]([Pd:32]([P:33]([c:34]2[cH:35][cH:36][cH:37][cH:38][cH:39]2)([c:40]2[cH:41][cH:42][cH:43][cH:44][cH:45]2)[c:46]2[cH:47][cH:48][cH:49][cH:50][cH:51]2)([P:52]([c:53]2[cH:54][cH:55][cH:56][cH:57][cH:58]2)([c:59]2[cH:60][cH:61][cH:62][cH:63][cH:64]2)[c:65]2[cH:66][cH:67][cH:68][cH:69][cH:70]2)[P:71]([c:72]2[cH:73][cH:74][cH:75][cH:76][cH:77]2)([c:78]2[cH:79][cH:80][cH:81][cH:82][cH:83]2)[c:84]2[cH:85][cH:86][cH:87][cH:88][cH:89]2)([c:90]2[cH:91][cH:92][cH:93][cH:94][cH:95]2)[c:96]2[cH:97][cH:98][cH:99][cH:100][cH:101]2)[cH:102][cH:103]1>>[CH2:2]([c:3]1[cH:4][cH:5][cH:6][cH:7][cH:8]1)[c:11]1[cH:12][c:13]2[c:14]([cH:23][cH:24]1)-[c:15]1[cH:16][cH:17][cH:18][n:19][c:20]1[CH2:21][CH2:22]2.